Dataset: the Open Reaction Database (ORD), a public repository of structured organic reaction records. Task: describe an organic reaction: reactants, conditions, products, and yield Starting materials: Cl, [K+], NN, O=C(O)CCC(=O)c1ccc2ccc3cccc4ccc1c2c34, [OH-], O, OCCOCCO. Yields the product O=C(O)CCCc1ccc2ccc3cccc4ccc1c2c34. Reaction SMILES: [ClH:29].[K+:28].[NH2:25][NH2:26].[O:1]=[C:2]([CH2:3][CH2:4][C:5](=[O:6])[OH:7])[c:8]1[cH:9][cH:10][c:11]2[cH:12][cH:13][c:14]3[cH:15][cH:16][cH:17][c:18]4[cH:19][cH:20][c:21]1[c:22]2[c:23]34.[OH-:27].[OH2:24].[OH:30][CH2:31][CH2:32][O:33][CH2:34][CH2:35][OH:36]>>[CH2:2]([CH2:3][CH2:4][C:5](=[O:6])[OH:7])[c:8]1[cH:9][cH:10][c:11]2[cH:12][cH:13][c:14]3[cH:15][cH:16][cH:17][c:18]4[cH:19][cH:20][c:21]1[c:22]2[c:23]34. Procedure details: About 1.77 g. of sodium were dissolved in 75 ml. of anhydrous methanol under a positive nitrogen atmosphere. The sodium methoxide in methanol solution was cooled and 7.28 g. of dried nitroguanidine added thereto. The reaction mixture was heated to reflux temperature briefly after which time 14.5 g. of ethyl 2-formyl-3-(4-pyridyl)propionate (prepared by the method of U.S. Pat. No. 4,216,318) were added thereto. This reaction mixture was then heated to refluxing temperature for about 19 hours. Vol... As a reaction SMILES: [Na].C[O-].[Na+].[N+:5]([NH:8][C:9]([NH2:11])=[NH:10])([O-:7])=[O:6].[CH:12]([CH:14]([CH2:20][C:21]1[CH:26]=[CH:25][N:24]=[CH:23][CH:22]=1)[C:15](OCC)=O)=[O:13]>CO>[N+:5]([NH:8][C:9]1[NH:11][C:12](=[O:13])[C:14]([CH2:20][C:21]2[CH:26]=[CH:25][N:24]=[CH:23][CH:22]=2)=[CH:15][N:10]=1)([O-:7])=[O:6] |f:1.2,^1:0|. Conditions: temperature 0 celsius. The product is [N+](=O)([O-])NC1=NC=C(C(N1)=O)CC1=CC=NC=C1 (2-Nitroamino-5-(4-pyridyl)methyl-4-pyrimidone). Starting materials: [Na] (sodium), C[O-].[Na+] (sodium methoxide), C(=O)C(C(=O)OCC)CC1=CC=NC=C1 (ethyl 2-formyl-3-(4-pyridyl)propionate), [N+](=O)([O-])NC(=N)N (nitroguanidine). Solvent: CO (methanol), CO (methanol). Starting materials: C(C)OP(=O)(OCC)CC(=O)OC (Methyl diethylphosphonoacetate), [H-].[Na+] (sodium hydride), CN1CCC(CC1)=O (N-methyl-4-piperidinone). Run in C1CCOC1 (THF), C1CCOC1 (THF). Run at temperature 60 celsius, time 1 hour. The product is CN1CCC(CC1)CC(=O)OC (N-Methyl-4-(carbomethoxymethylidenyl)piperidine). The yield is 27.3%. As a reaction SMILES: C(OP([CH2:9][C:10]([O:12][CH3:13])=[O:11])(OCC)=O)C.[H-].[Na+].[CH3:16][N:17]1[CH2:22][CH2:21][C:20](=O)[CH2:19][CH2:18]1>C1COCC1>[CH3:16][N:17]1[CH2:22][CH2:21][CH:20]([CH2:9][C:10]([O:12][CH3:13])=[O:11])[CH2:19][CH2:18]1 |f:1.2|. Procedure: Methyl diethylphosphonoacetate (88.69 g, 0.422 mol) was added dropwise to a stirred suspension of sodium hydride (18.56 g, 60% dispersion in oil, 0.464 mol) in THF (300 ml) under nitrogen, at such a rate as to maintain the temperature below 30° C. The mixture was stirred for 1 h and a solution of N-methyl-4-piperidinone (47.71 g, 0.422 mol) in THF (150 ml) was added dropwise. The mixture was heated at 60° C. for 4.5 h before removing the solvent under vacuum and redissolving the residue in dichl... Starting materials: CCO, CC(Nc1ncc(C#N)c(-c2cnc3c(C(F)F)cccn23)n1)c1ccc([N+](=O)[O-])cc1, [H][H], C1CCOC1. Yields the product CC(Nc1ncc(C#N)c(-c2cnc3c(C(F)F)cccn23)n1)c1ccc(N)cc1. As a reaction SMILES: [CH3:35][CH2:36][OH:37].[F:1][CH:2]([c:3]1[c:4]2[n:5]([cH:6][cH:7][cH:8]1)[c:9](-[c:12]1[n:13][c:14]([NH:20][CH:21]([CH3:22])[c:23]3[cH:24][cH:25][c:26]([N+:29]([O-:30])=[O:31])[cH:27][cH:28]3)[n:15][cH:16][c:17]1[C:18]#[N:19])[cH:10][n:11]2)[F:32].[H:33][H:34].[O:38]1[CH2:39][CH2:40][CH2:41][CH2:42]1>>[F:1][CH:2]([c:3]1[c:4]2[n:5]([cH:6][cH:7][cH:8]1)[c:9](-[c:12]1[n:13][c:14]([NH:20][CH:21]([CH3:22])[c:23]3[cH:24][cH:25][c:26]([NH2:29])[cH:27][cH:28]3)[n:15][cH:16][c:17]1[C:18]#[N:19])[cH:10][n:11]2)[F:32]. The reactants are ON1C(C=2C(C1=O)=CC=CC2)=O (N-hydroxyphthalimide), BrCC=CC1=CC=C(C=C1)Br (1-bromo-[3-(4-bromophenyl)]-prop-2-ene), ice water. The solvent is CN1C(CCC1)=O (N-methylpyrrolidone). Conditions: temperature 20 celsius, time 4 day. Yields the product BrC1=CC=C(C=C1)C=CCON1C(C=2C(C1=O)=CC=CC2)=O (N-[3-(4-Bromophenyl)-prop-2-enyloxy]-phthalimide). The yield is 86.8%. Reaction SMILES: [OH:1][N:2]1[C:6](=[O:7])[C:5]2=[CH:8][CH:9]=[CH:10][CH:11]=[C:4]2[C:3]1=[O:12].Br[CH2:14][CH:15]=[CH:16][C:17]1[CH:22]=[CH:21][C:20]([Br:23])=[CH:19][CH:18]=1>CN1CCCC1=O>[Br:23][C:20]1[CH:21]=[CH:22][C:17]([CH:16]=[CH:15][CH2:14][O:1][N:2]2[C:3](=[O:12])[C:4]3=[CH:11][CH:10]=[CH:9][CH:8]=[C:5]3[C:6]2=[O:7])=[CH:18][CH:19]=1. Reported procedure: 18.5 g (0.11 mol) of N-hydroxyphthalimide and 31.4 g (0.11 mol) of 1-bromo-[3-(4-bromophenyl)]-prop-2-ene were added in succession to 350 ml of dry N-methylpyrrolidone, after which 12.1 g (0.12 mol) of triethylaminewere added dropwise at room temperature. The reaction mixture was stirred for four days at 20° C. and then poured onto 1.5 l of ice water, and the product was filtered off and washed with water and isopropanol. Yield: 86.8%; mp.: 161°-162° C. The reactants are CC(C)(C)OC(=O)N1C2C=C(OS(=O)(=O)C(F)(F)F)CC1CC2, CCOC(C)=O, CC1(C)OB(c2ccc(Oc3ccccn3)cc2)OC1(C)C, COCCOC, [Cl-], [K+], [K+], [Li+], O=C([O-])[O-], [Pd], c1ccc(P(c2ccccc2)c2ccccc2)cc1, c1ccc(P(c2ccccc2)c2ccccc2)cc1, c1ccc(P(c2ccccc2)c2ccccc2)cc1, c1ccc(P(c2ccccc2)c2ccccc2)cc1. Yields the product CC(C)(C)OC(=O)N1C2C=C(c3ccc(Oc4ccccn4)cc3)CC1CC2. As a reaction SMILES: [C:23]([CH3:24])([CH3:25])([CH3:26])[O:27][C:28](=[O:29])[N:30]1[CH:31]2[CH:32]=[C:33]([O:38][S:39]([C:40]([F:41])([F:42])[F:43])(=[O:44])=[O:45])[CH2:34][CH:35]1[CH2:36][CH2:37]2.[CH3:137][CH2:138][O:139][C:140](=[O:141])[CH3:142].[CH3:1][C:2]1([CH3:3])[C:4]([CH3:5])([CH3:6])[O:7][B:8]([c:9]2[cH:10][cH:11][c:12]([O:13][c:14]3[n:15][cH:16][cH:17][cH:18][cH:19]3)[cH:20][cH:21]2)[O:22]1.[CH3:54][O:55][CH2:56][CH2:57][O:58][CH3:59].[Cl-:47].[K+:48].[K+:49].[Li+:46].[O-:50][C:51]([O-:52])=[O:53].[Pd:60].[c:118]1([P:119]([c:120]2[cH:121][cH:122][cH:123][cH:124][cH:125]2)[c:126]2[cH:127][cH:128][cH:129][cH:130][cH:131]2)[cH:132][cH:133][cH:134][cH:135][cH:136]1.[c:61]1([P:62]([c:63]2[cH:64][cH:65][cH:66][cH:67][cH:68]2)[c:69]2[cH:70][cH:71][cH:72][cH:73][cH:74]2)[cH:75][cH:76][cH:77][cH:78][cH:79]1.[c:80]1([P:81]([c:82]2[cH:83][cH:84][cH:85][cH:86][cH:87]2)[c:88]2[cH:89][cH:90][cH:91][cH:92][cH:93]2)[cH:94][cH:95][cH:96][cH:97][cH:98]1.[c:99]1([P:100]([c:101]2[cH:102][cH:103][cH:104][cH:105][cH:106]2)[c:107]2[cH:108][cH:109][cH:110][cH:111][cH:112]2)[cH:113][cH:114][cH:115][cH:116][cH:117]1>>[c:9]1([C:33]2=[CH:32][CH:31]3[N:30]([C:28]([O:27][C:23]([CH3:24])([CH3:25])[CH3:26])=[O:29])[CH:35]([CH2:34]2)[CH2:36][CH2:37]3)[cH:10][cH:11][c:12]([O:13][c:14]2[n:15][cH:16][cH:17][cH:18][cH:19]2)[cH:20][cH:21]1. The reactants are [Al+3], CCCCCCC(=O)Cl, COc1ccc2occ(C)c2c1, [Cl-], [Cl-], [Cl-], C[N+](=O)[O-], O. Product: CCCCCCC(=O)c1oc2ccc(OC)cc2c1C. RXN SMILES: [Al+3:27].[C:13]([CH2:14][CH2:15][CH2:16][CH2:17][CH2:18][CH3:19])(=[O:20])[Cl:21].[CH3:1][O:2][c:3]1[cH:4][cH:5][c:6]2[c:7]([c:8]([CH3:11])[cH:9][o:10]2)[cH:12]1.[Cl-:26].[Cl-:28].[Cl-:29].[N+:22]([CH3:23])([O-:24])=[O:25].[OH2:30]>>[CH3:1][O:2][c:3]1[cH:4][cH:5][c:6]2[c:7]([c:8]([CH3:11])[c:9]([C:13]([CH2:14][CH2:15][CH2:16][CH2:17][CH2:18][CH3:19])=[O:20])[o:10]2)[cH:12]1.